From a dataset of the Open Reaction Database (ORD), a public repository of structured organic reaction records. describe an organic reaction: reactants, conditions, products, and yield The reactants are C(=O)(OC(C)(C)C)N[C@H]([C@H](C[C@H](C(=O)O)CC1=C(C=CC=C1)F)O)CC1=CC=CC=C1 (5(S)-(Boc-amino)-4(S)-hydroxy-6-phenyl-2(R)-[(o-fluorophenyl)methyl]hexanoic acid), C(C)(C)(C)[Si](Cl)(C)C (tert-butyldimethylchlorosilane), N1C=NC=C1 (imidazole), silyl ester, C([O-])([O-])=O.[K+].[K+] (potassium carbonate). The solvent is CN(C)C=O (DMF), CCCCCC.C(C)(=O)OCC (hexane ethyl acetate), CO.C1CCOC1.O (methanol THF water). The product is C(=O)(OC(C)(C)C)N[C@H]([C@H](C[C@H](C(=O)O)CC1=C(C=CC=C1)F)O[Si](C)(C)C(C)(C)C)CC1=CC=CC=C1 (5(S)-(Boc-Amino)-4(S)-(tert-butyldimethylsilyloxy)-6-phenyl-2(R)-[(o-fluorophenyl)methyl]hexanoic acid). As a reaction SMILES: [C:1]([NH:8][C@@H:9]([CH2:25][C:26]1[CH:31]=[CH:30][CH:29]=[CH:28][CH:27]=1)[C@@H:10]([OH:24])[CH2:11][C@@H:12]([CH2:16][C:17]1[CH:22]=[CH:21][CH:20]=[CH:19][C:18]=1[F:23])[C:13]([OH:15])=[O:14])([O:3][C:4]([CH3:7])([CH3:6])[CH3:5])=[O:2].[C:32]([Si:36]([CH3:39])([CH3:38])Cl)([CH3:35])([CH3:34])[CH3:33].N1C=CN=C1.C(=O)([O-])[O-].[K+].[K+]>CN(C=O)C.CO.C1COCC1.O.CCCCCC.C(OCC)(=O)C>[C:1]([NH:8][C@@H:9]([CH2:25][C:26]1[CH:31]=[CH:30][CH:29]=[CH:28][CH:27]=1)[C@@H:10]([O:24][Si:36]([C:32]([CH3:35])([CH3:34])[CH3:33])([CH3:39])[CH3:38])[CH2:11][C@@H:12]([CH2:16][C:17]1[CH:22]=[CH:21][CH:20]=[CH:19][C:18]=1[F:23])[C:13]([OH:15])=[O:14])([O:3][C:4]([CH3:6])([CH3:7])[CH3:5])=[O:2] |f:3.4.5,7.8.9,10.11|. Reported procedure: In analogy with Example 1j, 1.5 g (3.47 mmol) of 5(S)-(Boc-amino)-4(S)-hydroxy-6-phenyl-2(R)-[(o-fluorophenyl)methyl]hexanoic acid in 15 ml of DMF are silylated with 2.4 g (16 mmol) of tert-butyldimethylchlorosilane and 1.95 g (28.5 mmol) of imidazole. Hydrolysis of the silyl ester function with 2.8 g of potassium carbonate in 50 ml of methanol/THF/water, 4:1:1, yields the title compound after column chromatography (SiO2, hexane/ethyl acetate, 2:1): TLC Rf (D)=0.33; tRet (II)=20.7 min. The reactants are [H-].[Na+] (NaH), FC=1C=C(C=C(C1)F)CC(=O)OCC (ethyl 3,5-difluorophenylacetate), C(=O)OCC (ethyl formate), Cl (HCl). Product: FC=1C=C(C=C(C1)F)C(C(=O)OCC)=CO (Ethyl 2-(3,5-difluorophenyl)-3-hydroxy-2-propenoate). Reaction SMILES: [F:1][C:2]1[CH:3]=[C:4]([CH2:9][C:10]([O:12][CH2:13][CH3:14])=[O:11])[CH:5]=[C:6]([F:8])[CH:7]=1.[H-].[Na+].Cl.[CH:18](OCC)=[O:19]>>[F:1][C:2]1[CH:3]=[C:4]([C:9](=[CH:18][OH:19])[C:10]([O:12][CH2:13][CH3:14])=[O:11])[CH:5]=[C:6]([F:8])[CH:7]=1 |f:1.2|. Procedure: 5.0 g of ethyl 3,5-difluorophenylacetate are dissolved in 50 ml of ethyl formate. 2.0 g of 60% NaH are added portionwise. The mixture is poured onto a 1N HCl solution and then extraction is carried out with AcOEt. The residue is triturated in petroleum ether, the remaining white precipitate is filtered off and then the filtrate is evaporated to produce 3.3 g of the expected compound in the form of a liquid. The reactants are CC(=O)O, O=N[O-], CCCn1c(=O)cc(N)n(C)c1=O, [Na+], O. Product: CCCn1c(=O)c(N=O)c(N)n(C)c1=O. RXN SMILES: [CH3:18][C:19](=[O:20])[OH:21].[N:14](=[O:15])[O-:16].[NH2:1][c:2]1[cH:3][c:4](=[O:13])[n:5]([CH2:10][CH2:11][CH3:12])[c:6](=[O:9])[n:7]1[CH3:8].[Na+:17].[OH2:22]>>[NH2:1][c:2]1[c:3]([N:14]=[O:15])[c:4](=[O:13])[n:5]([CH2:10][CH2:11][CH3:12])[c:6](=[O:9])[n:7]1[CH3:8].